From a dataset of the Open Reaction Database (ORD), a public repository of structured organic reaction records. describe an organic reaction: reactants, conditions, products, and yield The reactants are CC(=O)NC1=CC=CC(=C1)N, C1CC1NC2=CC(=NC3=C(C=NN23)C#N)Cl. Reagents/catalysts: C(=O)([O-])[O-].[Cs+].[Cs+], CC1(C2=C(C(=CC=C2)P(C3=CC=CC=C3)C4=CC=CC=C4)OC5=C1C=CC=C5P(C6=CC=CC=C6)C7=CC=CC=C7)C, C1=CC=C(C=C1)/C=C/C(=O)/C=C/C2=CC=CC=C2.C1=CC=C(C=C1)/C=C/C(=O)/C=C/C2=CC=CC=C2.C1=CC=C(C=C1)/C=C/C(=O)/C=C/C2=CC=CC=C2.[Pd].[Pd]. Run in CC(=O)N(C)C. Run at temperature 150 celsius. Yields the product CC(=O)NC1=CC=CC(=C1)NC2=NC3=C(C=NN3C(=C2)NC4CC4)C#N. Isolated yield 67.3%. Procedure: in microwave tube was 5-chloro-7-(cyclopropylamino)pyrazolo[1,5-a]pyrimidine-3-carbonitrile (80 mg, 0.34 mmol), N-(3-aminophenyl)acetamide (51.4 mg, 0.34 mmol), and (9,9-dimethyl-9H-xanthene-4,5-diyl)bis(diphenylphosphine) (19.81 mg, 0.03 mmol) in DMA (0.5 mL).Pd2(dba)3 (15.68 mg, 0.02 mmol) and cesium carbonate (123 mg, 0.38 mmol) were added.  degassed, filled with N2.capped. then microwave 150C for 30 min.  added 2 mL of MeOH, filtered through celite. concentrated. The residue was purified by ... Reactants: OC1=C(C(CC(C1)C1=CC2=C(C=C1)OCO2)=O)C(CC)=O (3-hydroxy-5-(3,4-methylenedioxyphenyl)-2-propionylcyclohex-2-en-1-one), C(C)(=O)OC(C)=O (acetic anhydride), [N+](=O)(O)[O-] (nitric acid), C(C)(=O)O (acetic acid), C(C)(=O)OC(C)=O (acetic anhydride), C(C)(=O)OC(C)=O (acetic anhydride). Solvent: O (water). Product: OC1=C(C(CC(C1)C1=C(C=C2C(=C1)OCO2)[N+](=O)[O-])=O)C(CC)=O (3-hydroxy-5-(2-nitro-4,5-methylenedioxyphenyl)-2-propionylcyclohex-2-en-1-one). Reaction SMILES: [N+:1]([O-:4])(O)=[O:2].C(O)(=O)C.C(OC(=O)C)(=O)C.[OH:16][C:17]1[CH2:22][CH:21]([C:23]2[CH:28]=[CH:27][C:26]3[O:29][CH2:30][O:31][C:25]=3[CH:24]=2)[CH2:20][C:19](=[O:32])[C:18]=1[C:33](=[O:36])[CH2:34][CH3:35]>O>[OH:32][C:19]1[CH2:20][CH:21]([C:23]2[CH:24]=[C:25]3[O:31][CH2:30][O:29][C:26]3=[CH:27][C:28]=2[N+:1]([O-:4])=[O:2])[CH2:22][C:17](=[O:16])[C:18]=1[C:33](=[O:36])[CH2:34][CH3:35]. Procedure details: A solution consisting of fuming nitric acid (0.84 g), glacial acetic acid (0.54 g) and acetic anhydride (0.54 g) was added to a mixture of 3-hydroxy-5-(3,4-methylenedioxyphenyl)-2-propionylcyclohex-2-en-1-one (2.60 g) and acetic anhydride (1.62 g) at 0° C. The mixture was stirred at 0°-3° C. for 1.5 hours with addition of extra portions of acetic anhydride when necessary to aid the stirring. The mixture was poured into water and the precipitate was collected and dried giving 3-hydroxy-5-(2-nitro...